Dataset: the Open Reaction Database (ORD), a public repository of structured organic reaction records. Task: describe an organic reaction: reactants, conditions, products, and yield Reactants: CC(C)Cc1cc(C=O)nn1C(C)(C)C, NCCN1CCN(c2ccccc2)CC1. Product: CC(C)Cc1cc(CNCCN2CCN(c3ccccc3)CC2)nn1C(C)(C)C. Reaction SMILES: [C:16]([CH3:17])([CH3:18])([CH3:19])[n:20]1[n:21][c:22]([CH:29]=[O:30])[cH:23][c:24]1[CH2:25][CH:26]([CH3:27])[CH3:28].[c:1]1([N:7]2[CH2:8][CH2:9][N:10]([CH2:13][CH2:14][NH2:15])[CH2:11][CH2:12]2)[cH:2][cH:3][cH:4][cH:5][cH:6]1>>[c:1]1([N:7]2[CH2:8][CH2:9][N:10]([CH2:13][CH2:14][NH:15][CH2:29][c:22]3[n:21][n:20]([C:16]([CH3:17])([CH3:18])[CH3:19])[c:24]([CH2:25][CH:26]([CH3:27])[CH3:28])[cH:23]3)[CH2:11][CH2:12]2)[cH:2][cH:3][cH:4][cH:5][cH:6]1. The reactants are C(C)(C)(C)P(C1=C(C=CC=C1)C1=CC=CC=C1)C(C)(C)C (2-(di-tert-butylphosphino)biphenyl), CC(C)([O-])C.[Na+] (sodium tert-butoxide), OC1CCNCC1 (4-hydroxypiperidine), BrC=1C=C(C#N)C=CC1 (3-bromobenzonitrile). Reagents/catalysts: C=1C=CC(=CC1)/C=C/C(=O)/C=C/C2=CC=CC=C2.C=1C=CC(=CC1)/C=C/C(=O)/C=C/C2=CC=CC=C2.C=1C=CC(=CC1)/C=C/C(=O)/C=C/C2=CC=CC=C2.[Pd].[Pd] (tris(dibenzylideneacetone)dipalladium). Solvent: C1(=CC=CC=C1)C (toluene). Conditions: temperature 80 celsius. Product: OC1CCN(CC1)C=1C=C(C#N)C=CC1 (3-(4-hydroxypiperidin-1-yl)benzonitrile). Reaction SMILES: C(P(C(C)(C)C)C1C=CC=CC=1C1C=CC=CC=1)(C)(C)C.CC(C)([O-])C.[Na+].Br[C:29]1[CH:30]=[C:31]([CH:34]=[CH:35][CH:36]=1)[C:32]#[N:33].[OH:37][CH:38]1[CH2:43][CH2:42][NH:41][CH2:40][CH2:39]1>C1C=CC(/C=C/C(/C=C/C2C=CC=CC=2)=O)=CC=1.C1C=CC(/C=C/C(/C=C/C2C=CC=CC=2)=O)=CC=1.C1C=CC(/C=C/C(/C=C/C2C=CC=CC=2)=O)=CC=1.[Pd].[Pd].C1(C)C=CC=CC=1>[OH:37][CH:38]1[CH2:43][CH2:42][N:41]([C:29]2[CH:30]=[C:31]([CH:34]=[CH:35][CH:36]=2)[C:32]#[N:33])[CH2:40][CH2:39]1 |f:1.2,5.6.7.8.9|. Procedure details: To a toluene (140 mL) suspension of tris(dibenzylideneacetone)dipalladium (2.06 g, 2.25 mmol), 2-(di-tert-butylphosphino)biphenyl (0.839 g, 2.81 mmol), sodium tert-butoxide (4.05 g, 42.2 mmol) was added 3-bromobenzonitrile (5.11 g, 28.1 mmol), followed by 4-hydroxypiperidine (2.84 g, 28.1 mmol). The reaction mixture was heated to 80° C. for 5 hours while stirring under nitrogen. It was allowed to cool to room temperature, filtered, and concentrated in vacuo. Chromatography over silica gel, eluti... Reactants: ClC1=CC=C(C=C1)CCC=O (3-(4-chlorophenyl)-propionaldehyde), C[Si](C)(C)C#N (trimethylsilyl cyanide), N (ammonia), CO (methanol). Reagents/catalysts: [I-].[Zn+2].[I-] (zinc iodide). Run at time 8 hour. Product: NC(C#N)CCC1=CC=C(C=C1)Cl (2-Amino-4-(4-chloro-phenyl)-butyronitril). Yield: 50.0%. RXN SMILES: [Cl:1][C:2]1[CH:7]=[CH:6][C:5]([CH2:8][CH2:9][CH:10]=O)=[CH:4][CH:3]=1.C[Si]([C:16]#[N:17])(C)C.[NH3:18].CO>[I-].[Zn+2].[I-]>[NH2:18][CH:10]([CH2:9][CH2:8][C:5]1[CH:6]=[CH:7][C:2]([Cl:1])=[CH:3][CH:4]=1)[C:16]#[N:17] |f:4.5.6|. Procedure details: To 3-(4-chlorophenyl)-propionaldehyde (0.74 g, 4.39 mmol) was added zinc iodide (0.07 g, 0.22 mmol) and trimethylsilyl cyanide (0.522 g, 5.27 mmol) with caution (exothermic reaction). After stirring the mixture at room temperature for 20 min a solution of ammonia in methanol (7N, 4.4 ml, 31 mmol) was added and stirring was continued overnight. The solvent was evaporated and the residue was purified by chromatography (column: Isolute® Flash-NH2 from Separtis; eluent:heptane/ethyl acetate=2:1) to ... Reactants: CS(=O)(=O)Cl, CN(C)c1ccncc1, CCOC(C)=O, CC(C)CNc1ccc(OC(F)(F)F)cc1CN1C(=O)OC(c2cc(C(F)(F)F)cc(C(F)(F)F)c2)C1C, c1ccncc1. Product: CC(C)CN(c1ccc(OC(F)(F)F)cc1CN1C(=O)OC(c2cc(C(F)(F)F)cc(C(F)(F)F)c2)C1C)S(C)(=O)=O. Reaction SMILES: [CH3:39][S:40]([Cl:41])(=[O:42])=[O:43].[CH3:50][N:51]([CH3:52])[c:53]1[cH:54][cH:55][n:56][cH:57][cH:58]1.[CH3:59][CH2:60][O:61][C:62]([CH3:63])=[O:64].[F:1][C:2]([c:3]1[cH:4][c:5]([CH:13]2[CH:14]([CH3:36])[N:15]([CH2:19][c:20]3[c:21]([NH:31][CH2:32][CH:33]([CH3:34])[CH3:35])[cH:22][cH:23][c:24]([O:26][C:27]([F:28])([F:29])[F:30])[cH:25]3)[C:16](=[O:18])[O:17]2)[cH:6][c:7]([C:9]([F:10])([F:11])[F:12])[cH:8]1)([F:37])[F:38].[cH:44]1[cH:45][cH:46][n:47][cH:48][cH:49]1>>[F:1][C:2]([c:3]1[cH:4][c:5]([CH:13]2[CH:14]([CH3:36])[N:15]([CH2:19][c:20]3[c:21]([N:31]([CH2:32][CH:33]([CH3:34])[CH3:35])[S:40]([CH3:39])(=[O:42])=[O:43])[cH:22][cH:23][c:24]([O:26][C:27]([F:28])([F:29])[F:30])[cH:25]3)[C:16](=[O:18])[O:17]2)[cH:6][c:7]([C:9]([F:10])([F:11])[F:12])[cH:8]1)([F:37])[F:38].